From a dataset of the Open Reaction Database (ORD), a public repository of structured organic reaction records. describe an organic reaction: reactants, conditions, products, and yield The reactants are COc1ccc(C(=O)Cl)cc1, CCc1cc2ccc(OC)cc2o1, O, S=C=S, Cl[Sn](Cl)(Cl)Cl. The product is CCc1oc2cc(OC)ccc2c1C(=O)c1ccc(OC)cc1. As a reaction SMILES: [C:17]([c:18]1[cH:19][cH:20][c:21]([O:24][CH3:25])[cH:22][cH:23]1)(=[O:26])[Cl:27].[CH2:4]([CH3:5])[c:6]1[o:7][c:8]2[c:9]([cH:10]1)[cH:11][cH:12][c:13]([O:15][CH3:16])[cH:14]2.[OH2:33].[S:1]=[C:2]=[S:3].[Sn:28]([Cl:29])([Cl:30])([Cl:31])[Cl:32]>>[CH2:4]([CH3:5])[c:6]1[o:7][c:8]2[c:9]([c:10]1[C:17]([c:18]1[cH:19][cH:20][c:21]([O:24][CH3:25])[cH:22][cH:23]1)=[O:26])[cH:11][cH:12][c:13]([O:15][CH3:16])[cH:14]2. The reactants are COCN(c1cc(Cl)cnc1Br)S(=O)(=O)c1ccc(Cl)c(C(F)(F)F)c1, C1CCOC1, CC(C)[Mg+], [Cl-], CON(C)C(=O)c1cc(C)ccc1Cl. The product is COCN(c1cc(Cl)cnc1C(=O)c1cc(C)ccc1Cl)S(=O)(=O)c1ccc(Cl)c(C(F)(F)F)c1. Reaction SMILES: [Br:1][c:2]1[n:3][cH:4][c:5]([Cl:26])[cH:6][c:7]1[N:8]([S:9](=[O:10])(=[O:11])[c:12]1[cH:13][c:14]([C:19]([F:20])([F:21])[F:22])[c:15]([Cl:18])[cH:16][cH:17]1)[CH2:23][O:24][CH3:25].[CH2:46]1[O:47][CH2:48][CH2:49][CH2:50]1.[CH:28]([Mg+:29])([CH3:30])[CH3:31].[Cl-:27].[Cl:32][c:33]1[c:34]([C:35](=[O:36])[N:37]([O:38][CH3:39])[CH3:40])[cH:41][c:42]([CH3:45])[cH:43][cH:44]1>>[c:2]1([C:35]([c:34]2[c:33]([Cl:32])[cH:44][cH:43][c:42]([CH3:45])[cH:41]2)=[O:36])[n:3][cH:4][c:5]([Cl:26])[cH:6][c:7]1[N:8]([S:9](=[O:10])(=[O:11])[c:12]1[cH:13][c:14]([C:19]([F:20])([F:21])[F:22])[c:15]([Cl:18])[cH:16][cH:17]1)[CH2:23][O:24][CH3:25]. Starting materials: N#Cc1ccc(Br)cc1F, CCO, Cc1ccccc1, OB(O)c1ccc(Cl)cc1Cl, [Na+], [Na+], O=C([O-])[O-], O, [Pd], c1ccc(P(c2ccccc2)c2ccccc2)cc1, c1ccc(P(c2ccccc2)c2ccccc2)cc1, c1ccc(P(c2ccccc2)c2ccccc2)cc1, c1ccc(P(c2ccccc2)c2ccccc2)cc1. Product: N#Cc1ccc(-c2ccc(Cl)cc2Cl)cc1F. Reaction SMILES: [Br:12][c:13]1[cH:14][c:15]([F:21])[c:16]([C:17]#[N:18])[cH:19][cH:20]1.[CH3:113][CH2:114][OH:115].[CH3:28][c:29]1[cH:30][cH:31][cH:32][cH:33][cH:34]1.[Cl:1][c:2]1[c:3]([B:9]([OH:10])[OH:11])[cH:4][cH:5][c:6]([Cl:8])[cH:7]1.[Na+:22].[Na+:23].[O-:24][C:25](=[O:26])[O-:27].[OH2:112].[Pd:35].[c:36]1([P:37]([c:38]2[cH:39][cH:40][cH:41][cH:42][cH:43]2)[c:44]2[cH:45][cH:46][cH:47][cH:48][cH:49]2)[cH:50][cH:51][cH:52][cH:53][cH:54]1.[c:55]1([P:56]([c:57]2[cH:58][cH:59][cH:60][cH:61][cH:62]2)[c:63]2[cH:64][cH:65][cH:66][cH:67][cH:68]2)[cH:69][cH:70][cH:71][cH:72][cH:73]1.[c:74]1([P:75]([c:76]2[cH:77][cH:78][cH:79][cH:80][cH:81]2)[c:82]2[cH:83][cH:84][cH:85][cH:86][cH:87]2)[cH:88][cH:89][cH:90][cH:91][cH:92]1.[c:93]1([P:94]([c:95]2[cH:96][cH:97][cH:98][cH:99][cH:100]2)[c:101]2[cH:102][cH:103][cH:104][cH:105][cH:106]2)[cH:107][cH:108][cH:109][cH:110][cH:111]1>>[Cl:1][c:2]1[c:3](-[c:13]2[cH:14][c:15]([F:21])[c:16]([C:17]#[N:18])[cH:19][cH:20]2)[cH:4][cH:5][c:6]([Cl:8])[cH:7]1. Starting materials: [OH-].[Na+] (sodium hydroxide), [Na] (Sodium), NC(=O)N (Urea), COCC(C(=O)OCC)(C(=O)OCC)OC1=CC=C(C=C1)OC1=CC=C(C=C1)C=1OC=C(N1)C1=CC=C(C=C1)F (diethyl 2-(Methoxy-methyl)-2-{4-[4-(4-(4-fluorophenyl)-oxazol-2-yl)-phenoxy]-phenoxy}-malonate), Cl (hydrochloric acid). Run in O (water), C(C)O (ethanol), C(C)OCC (ethyl ether). Yields the product COCC1(C(NC(NC1=O)=O)=O)OC1=CC=C(C=C1)OC1=CC=C(C=C1)C=1OC=C(N1)C1=CC=C(C=C1)F (5-(Methoxy-methyl)-5-{4-[4-(4-(4-fluorophenyl)-oxazol-2-yl)-phenoxy]-phenoxy}-pyrimidine-2,4,6-trione). The yield is 9.1%. As a reaction SMILES: [Na].[NH2:2][C:3]([NH2:5])=[O:4].C[O:7][CH2:8][C:9]([O:20][C:21]1[CH:26]=[CH:25][C:24]([O:27][C:28]2[CH:33]=[CH:32][C:31]([C:34]3[O:35][CH:36]=[C:37]([C:39]4[CH:44]=[CH:43][C:42]([F:45])=[CH:41][CH:40]=4)[N:38]=3)=[CH:30][CH:29]=2)=[CH:23][CH:22]=1)([C:15]([O:17][CH2:18]C)=O)[C:10](OCC)=[O:11].[OH-].[Na+].Cl>C(O)C.C(OCC)C.O>[CH3:18][O:17][CH2:15][C:9]1([O:20][C:21]2[CH:22]=[CH:23][C:24]([O:27][C:28]3[CH:33]=[CH:32][C:31]([C:34]4[O:35][CH:36]=[C:37]([C:39]5[CH:40]=[CH:41][C:42]([F:45])=[CH:43][CH:44]=5)[N:38]=4)=[CH:30][CH:29]=3)=[CH:25][CH:26]=2)[C:10](=[O:11])[NH:5][C:3](=[O:4])[NH:2][C:8]1=[O:7] |f:3.4,^1:0|. Reported procedure: Sodium (210 mg, 9.1 mmol) was dissolved in dry ethanol (18 mL). Urea (328 mg, 5.46 mmol) and diethyl 2-(Methoxy-methyl)-2-{4-[4-(4-(4-fluorophenyl)-oxazol-2-yl)-phenoxy]-phenoxy}-malonate (1.0 g, 1.82 mmol) were added and the solution refluxed for 6 hours. The cooled mixture was diluted with ethyl ether and was with water and 2N sodium hydroxide solution. The combined aqueous layers were acidified with hydrochloric acid and extracted with ethyl acetate. The organic layer was washed with brine an... The reactants are FC=1C(=C(C=CC1)C(CC(C=O)(C(F)(F)F)O)CC)OC (4-(3-fluoro-2-methoxyphenyl)-2-hydroxy-2-(trifluoromethyl)hexanal), NC1=C2C=CC(NC2=C(C=C1)F)=O (5-amino-8-fluoroquinolin-2(1H)-one). The product is FC=1C=CC(=C2C=CC(NC12)=O)N=CC(CC(CC)C1=C(C(=CC=C1)F)OC)(C(F)(F)F)O (8-fluoro-5-{[4-(3-fluoro-2-methoxyphenyl)-2-hydroxy-2-(trifluoromethyl)hexylidene]amino}quinolin-2(1H)-one). As a reaction SMILES: [F:1][C:2]1[C:3]([O:20][CH3:21])=[C:4]([CH:8]([CH2:18][CH3:19])[CH2:9][C:10]([OH:17])([C:13]([F:16])([F:15])[F:14])[CH:11]=O)[CH:5]=[CH:6][CH:7]=1.[NH2:22][C:23]1[CH:32]=[CH:31][C:30]([F:33])=[C:29]2[C:24]=1[CH:25]=[CH:26][C:27](=[O:34])[NH:28]2>>[F:33][C:30]1[CH:31]=[CH:32][C:23]([N:22]=[CH:11][C:10]([OH:17])([C:13]([F:14])([F:15])[F:16])[CH2:9][CH:8]([C:4]2[CH:5]=[CH:6][CH:7]=[C:2]([F:1])[C:3]=2[O:20][CH3:21])[CH2:18][CH3:19])=[C:24]2[C:29]=1[NH:28][C:27](=[O:34])[CH:26]=[CH:25]2. Procedure: In the same way as in Example 29, 4-(3-fluoro-2-methoxyphenyl)-2-hydroxy-2-(trifluoromethyl)hexanal and 5-amino-8-fluoroquinolin-2(1H)-one are condensed to give 8-fluoro-5-{[4-(3-fluoro-2-methoxyphenyl)-2-hydroxy-2-(trifluoromethyl)hexylidene]amino}quinolin-2(1H)-one. Reaction with 1 M boron tribromide solution after column chromatography on silica gel (hexane/ethyl acetate 33-100%) and preparative HPLC yield not only the desired product but also the methyl ether cleaved compounds Example 35 and... The reactants are CCOC(=O)C(C)N, CCOC(C)=O, CC(NC(=O)Cc1cccc([N+](=O)[O-])c1)C(=O)Oc1cc(Cl)c(Cl)cc1Cl, Cl. The product is CCOC(=O)C(C)NC(=O)C(C)NC(=O)Cc1cccc([N+](=O)[O-])c1. As a reaction SMILES: [CH2:29]([CH3:30])[O:31][C:32]([CH:33]([NH2:34])[CH3:35])=[O:36].[CH3:37][CH2:38][O:39][C:40]([CH3:41])=[O:42].[Cl:1][c:2]1[cH:3][c:4]([Cl:5])[c:6]([Cl:7])[cH:8][c:9]1[O:10][C:11]([CH:12]([NH:13][C:14]([CH2:15][c:16]1[cH:17][c:18]([N+:22](=[O:23])[O-:24])[cH:19][cH:20][cH:21]1)=[O:25])[CH3:26])=[O:27].[ClH:28]>>[C:11]([CH:12]([NH:13][C:14]([CH2:15][c:16]1[cH:17][c:18]([N+:22](=[O:23])[O-:24])[cH:19][cH:20][cH:21]1)=[O:25])[CH3:26])(=[O:27])[NH:34][CH:33]([C:32]([O:31][CH2:29][CH3:30])=[O:36])[CH3:35].